Dataset: the Open Reaction Database (ORD), a public repository of structured organic reaction records. Task: describe an organic reaction: reactants, conditions, products, and yield Reported procedure: The title compound, white solid (54 mg, 67%), MS (ISP) m/z=401.4 [(M+H)+], mp 132° C., was prepared in accordance with the general method of example 6 from 4-[2-(4-furo[2,3-c]pyridin-7-yl-piperazin-1-yl)-ethyl]-cyclohexylamine trihydrochloride (intermediate C) (88 mg, 0.2 mmol) and methoxy-acetic acid. As a reaction SMILES: Cl.Cl.Cl.[O:4]1[C:8]2=[C:9]([N:13]3[CH2:18][CH2:17][N:16]([CH2:19][CH2:20][CH:21]4[CH2:26][CH2:25][CH:24]([NH2:27])[CH2:23][CH2:22]4)[CH2:15][CH2:14]3)[N:10]=[CH:11][CH:12]=[C:7]2[CH:6]=[CH:5]1.[CH3:28][O:29][CH2:30][C:31](O)=[O:32]>>[O:4]1[C:8]2=[C:9]([N:13]3[CH2:18][CH2:17][N:16]([CH2:19][CH2:20][C@H:21]4[CH2:26][CH2:25][C@H:24]([NH:27][C:31](=[O:32])[CH2:30][O:29][CH3:28])[CH2:23][CH2:22]4)[CH2:15][CH2:14]3)[N:10]=[CH:11][CH:12]=[C:7]2[CH:6]=[CH:5]1 |f:0.1.2.3|. The product is O1C=CC=2C1=C(N=CC2)N2CCN(CC2)CC[C@@H]2CC[C@H](CC2)NC(COC)=O (trans-N-{4-[2-(4-Furo[2,3-c]pyridin-7-yl-piperazin-1-yl)-ethyl]-cyclohexyl}-2-methoxy-acetamide). The reactants are solid, Cl.Cl.Cl.O1C=CC=2C1=C(N=CC2)N2CCN(CC2)CCC2CCC(CC2)N (4-[2-(4-furo[2,3-c]pyridin-7-yl-piperazin-1-yl)-ethyl]-cyclohexylamine trihydrochloride), Cl.Cl.Cl.O1C=CC=2C1=C(N=CC2)N2CCN(CC2)CCC2CCC(CC2)N (4-[2-(4-furo[2,3-c]pyridin-7-yl-piperazin-1-yl)-ethyl]-cyclohexylamine trihydrochloride), COCC(=O)O (methoxy-acetic acid).